Dataset: the Open Reaction Database (ORD), a public repository of structured organic reaction records. Task: describe an organic reaction: reactants, conditions, products, and yield The reactants are P(=O)([O-])([O-])[O-] (phosphate), CO.Cl(=O)(=O)(=O)O (methanol perchloric acid), N[C@H](CCC1=CC=CC=C1)C(=O)O (D-homophenylalanine), CO.Cl(=O)(=O)(=O)O (methanol perchloric acid), CR(+), methyl ester. Run at time 120 minute. Product: COC(C(N)CCC1=CC=CC=C1)=O (DL-homophenylalanine methyl ester). RXN SMILES: P([O-])([O-])([O-])=O.[CH3:6]O.Cl(O)(=O)(=O)=O.[NH2:13][C@@H:14]([C:23]([OH:25])=[O:24])[CH2:15][CH2:16][C:17]1[CH:22]=[CH:21][CH:20]=[CH:19][CH:18]=1>>[CH3:6][O:24][C:23](=[O:25])[CH:14]([CH2:15][CH2:16][C:17]1[CH:18]=[CH:19][CH:20]=[CH:21][CH:22]=1)[NH2:13] |f:1.2|. Procedure details: In Example 30, a 20 g/l solution of DL-homophenylalanine methyl ester was prepared in a 0.2M phosphate buffer (pH 7.0). Then 10 g/l of a porcine pancreas lipase Sigma 3126 was also added. The mixture was caused to react at 30° C. The reaction conversion was measured by HPLC using an RP-18 column with a mobile phase consisting of 40:60 methanol/perchloric acid (pH 1.7) at an elution rate of 0.6 ml/min. The concentration of the eluent was detected at a wavelength of 215 nm. The optical purity of t... Yield: 12.7%. As a reaction SMILES: [OH:1][CH2:2][C:3]1[N:8]=[N:7][C:6]([CH2:9][OH:10])=[CH:5][CH:4]=1.Cl[C:12]1[C:21]2[C:16](=[CH:17][CH:18]=[CH:19][CH:20]=2)[C:15]2=[N:22][N:23]=[C:24]([C:25]3[CH:29]=[C:28]([CH3:30])[O:27][N:26]=3)[N:14]2[N:13]=1>>[CH3:30][C:28]1[O:27][N:26]=[C:25]([C:24]2[N:14]3[N:13]=[C:12]([O:1][CH2:2][C:3]4[N:8]=[N:7][C:6]([CH2:9][OH:10])=[CH:5][CH:4]=4)[C:21]4[C:16]([C:15]3=[N:22][N:23]=2)=[CH:17][CH:18]=[CH:19][CH:20]=4)[CH:29]=1. The reactants are OCC1=CC=C(N=N1)CO ((6-Hydroxymethylpyridazin-3-yl)methanol), ClC1=NN2C(C3=CC=CC=C13)=NN=C2C2=NOC(=C2)C (6-chloro-3-(5-methylisoxazol-3-yl)-[1,2,4]triazolo[3,4-α]phthalazine). Procedure details: (6-Hydroxymethylpyridazin-3-yl)methanol (J. Het. Chem., 1996, 33 (6), 2059-2061) (0.10 g, 0.71 mmol) and 6-chloro-3-(5-methylisoxazol-3-yl)-[1,2,4]triazolo[3,4-α]phthalazine (0.22 g, 0.77 mmol) were coupled together and purified as in Example 1, step 4 to give {6-[3-(5-methylisoxazol-3-yl)-[1,2,4]triazolo[3,4-α]phthalazin-6-yloxymethyl]pyridazin-3-yl}methanol as a white solid (35 mg). 1H NMR (400 MHz, d6-DMSO) δ 2.58 (3H, s), 4.80 (2H, s), 5.65-5.75 (1H, br s), 5.92 (2H, s), 6.99 (1H, s), 7.81 (... Yields the product CC1=CC(=NO1)C1=NN=C2N1N=C(C1=CC=CC=C21)OCC2=CC=C(N=N2)CO ({6-[3-(5-methylisoxazol-3-yl)-[1,2,4]triazolo[3,4-α]phthalazin-6-yloxymethyl]pyridazin-3-yl}methanol).